Dataset: the Open Reaction Database (ORD), a public repository of structured organic reaction records. Task: describe an organic reaction: reactants, conditions, products, and yield Starting materials: COC=1C=C2C=CC(=CC2=CC1)C(C(C)OS(=O)(=O)C)=O (1-(6-methoxy-2-naphthyl)-2-methanesulfonyloxypropan-1-one), [BH4-].[Na+] (sodium borohydride). The solvent is CO (methanol). The product is CS(=O)(=O)OC(C(C1=CC2=CC=C(C=C2C=C1)OC)O)C (1-hydroxy-1-(6-methoxy-2-naphthyl)prop-2-yl methanesulfonate). Reaction SMILES: [CH3:1][O:2][C:3]1[CH:4]=[C:5]2[C:10](=[CH:11][CH:12]=1)[CH:9]=[C:8]([C:13](=[O:21])[CH:14]([O:16][S:17]([CH3:20])(=[O:19])=[O:18])[CH3:15])[CH:7]=[CH:6]2.[BH4-].[Na+]>CO>[CH3:20][S:17]([O:16][CH:14]([CH3:15])[CH:13]([OH:21])[C:8]1[CH:7]=[CH:6][C:5]2[C:10](=[CH:11][CH:12]=[C:3]([O:2][CH3:1])[CH:4]=2)[CH:9]=1)(=[O:19])=[O:18] |f:1.2|. Procedure details: Representative of Scheme III is the reaction of 1-(6-methoxy-2-naphthyl)-2-methanesulfonyloxypropan-1-one with sodium borohydride in methanol to yield 1-hydroxy-1-(6-methoxy-2-naphthyl)prop-2-yl methanesulfonate. Treating that material with sodium acetate in acetic acid affords 2-(6-methoxy-2-naphthyl)propanal, which is oxidized with sodium chlorite to 2-(6-methoxy-2-naphthyl)propionic acid. By employing the optically active (S) 1-(6-methoxy-2-naphthyl)-2-methanesulfonyloxypropan-1-one there is ... Starting materials: O1C(=CC=C1)CC(C(=O)O)=O (3-(furan-2-yl)-2-oxopropanoic acid), C(C1=CC=CC=C1)C=1C(=NC=C(N1)C1=CC=CC=C1)N (3-benzyl-5-phenylpyrazin-2-amine). As a reaction SMILES: [O:1]1[CH:5]=[CH:4][CH:3]=[C:2]1[CH2:6][C:7](=O)[C:8]([OH:10])=O.[CH2:12]([C:19]1[C:20]([NH2:31])=[N:21][CH:22]=[C:23]([C:25]2[CH:30]=[CH:29][CH:28]=[CH:27][CH:26]=2)[N:24]=1)[C:13]1[CH:18]=[CH:17][CH:16]=[CH:15][CH:14]=1>>[CH2:12]([C:19]1[NH:24][C:23]([C:25]2[CH:26]=[CH:27][CH:28]=[CH:29][CH:30]=2)=[CH:22][N:21]2[C:8](=[O:10])[C:7]([CH2:6][C:2]3[O:1][CH:5]=[CH:4][CH:3]=3)=[N:31][C:20]=12)[C:13]1[CH:14]=[CH:15][CH:16]=[CH:17][CH:18]=1. Procedure details: Synthesized from method C using 3-(furan-2-yl)-2-oxopropanoic acid and 3-benzyl-5-phenylpyrazin-2-amine as starting materials. 1H NMR (300 MHz, dmso) δ 8.88 (s, 1H), 8.02 (d, J=7.9, 2H), 7.61-7.38 (m, 6H), 7.37-7.14 (m, 3H), 6.38 (s, 1H), 6.26 (d, J=3.2, 1H), 4.64 (s, 3H), 4.40 (s, 3H); exact mass calculated for C24H20N3O2+ m/z+382.16, found m/z+382. The product is C(C1=CC=CC=C1)C1=C2N(C=C(N1)C1=CC=CC=C1)C(C(=N2)CC=2OC=CC2)=O (8-benzyl-2-(furan-2-ylmethyl)-6-phenylimidazo[1,2-a]pyrazin-3(7H)-one). Starting materials: COc1cccc2c1CC(C(=O)N1CCN(Cc3ccccc3)CC1)CO2, Cl, O=C(C1Cc2cc(F)ccc2O1)N1CCN(Cc2ccccc2)CC1. RXN SMILES: [CH3:27][O:28][c:29]1[c:30]2[c:35]([cH:36][cH:37][cH:38]1)[O:34][CH2:33][CH:32]([C:39](=[O:40])[N:41]1[CH2:42][CH2:43][N:44]([CH2:47][c:48]3[cH:49][cH:50][cH:51][cH:52][cH:53]3)[CH2:45][CH2:46]1)[CH2:31]2.[ClH:26].[F:1][c:2]1[cH:3][cH:4][c:5]2[c:24]([cH:25]1)[CH2:23][CH:7]([C:8]([N:9]1[CH2:10][CH2:11][N:12]([CH2:13][c:14]3[cH:15][cH:16][cH:17][cH:18][cH:19]3)[CH2:20][CH2:21]1)=[O:22])[O:6]2>>[CH3:27][O:28][c:29]1[c:30]2[c:35]([cH:36][cH:37][cH:38]1)[O:34][CH2:33][CH:32]([CH2:39][N:41]1[CH2:42][CH2:43][N:44]([CH2:47][c:48]3[cH:49][cH:50][cH:51][cH:52][cH:53]3)[CH2:45][CH2:46]1)[CH2:31]2. Yields the product COc1cccc2c1CC(CN1CCN(Cc3ccccc3)CC1)CO2. The reactants are ClC(Cl)(OC(OC(Cl)(Cl)Cl)=O)Cl (triphosgene), CO (Methanol), ClC1=C(N)C=CC(=C1)OC1=NC=NC2=CC(=C(C=C12)OC)OC (2-Chloro-4-[(6,7-dimethoxy-4-quinazolinyl)oxy]-aniline), CNCCCC (N-methylbutylamine). Run in C(C)N(CC)CC (triethylamine), C(Cl)(Cl)Cl (chloroform), C(Cl)(Cl)Cl (chloroform). Run at time 15 minute. The product is C(CCC)N(C(=O)NC1=C(C=C(C=C1)OC1=NC=NC2=CC(=C(C=C12)OC)OC)Cl)C (N-Butyl-N′-{2-chloro-4-[(6,7-dimethoxy-4-quinazolinyl)oxy]phenyl}-N-methylurea). Yield: 24.0%. As a reaction SMILES: [Cl:1][C:2]1[CH:8]=[C:7]([O:9][C:10]2[C:19]3[C:14](=[CH:15][C:16]([O:22][CH3:23])=[C:17]([O:20][CH3:21])[CH:18]=3)[N:13]=[CH:12][N:11]=2)[CH:6]=[CH:5][C:3]=1[NH2:4].ClC(Cl)(O[C:28](=[O:34])OC(Cl)(Cl)Cl)Cl.[CH3:36][NH:37][CH2:38][CH2:39][CH2:40][CH3:41].CO>C(Cl)(Cl)Cl.C(N(CC)CC)C>[CH2:38]([N:37]([CH3:36])[C:28]([NH:4][C:3]1[CH:5]=[CH:6][C:7]([O:9][C:10]2[C:19]3[C:14](=[CH:15][C:16]([O:22][CH3:23])=[C:17]([O:20][CH3:21])[CH:18]=3)[N:13]=[CH:12][N:11]=2)=[CH:8][C:2]=1[Cl:1])=[O:34])[CH2:39][CH2:40][CH3:41]. Procedure details: 2-Chloro-4-[(6,7-dimethoxy-4-quinazolinyl)oxy]-aniline 80 mg) was dissolved in chloroform (3 ml) and triethylamine (0.3 ml), and a solution of triphosgene (72 mg) in chloroform was then added to the solution. The mixture was stirred at room temperature for 15 min. Next, N-methylbutylamine (43 μl) was added to the reaction solution, and the mixture was stirred at room temperature for additional 30 min. Methanol was added to the reaction solution, and the mixture was purified by HPLC by developmen... Reactants: CCO, O=C1Nc2cc(Cl)c([N+](=O)[O-])cc2C1=O, O=C1Nc2cc(Cl)ccc2C1=O, O=[N+]([O-])c1cc2cc[nH]c2cc1Cl, N#CCc1c[nH]c2cc(Cl)c([N+](=O)[O-])cc12, [H][H]. Product: N#CCc1c[nH]c2cc(Cl)c(N)cc12. As a reaction SMILES: [CH3:59][CH2:60][OH:61].[Cl:13][c:14]1[cH:15][c:16]2[c:17]([cH:23][c:24]1[N+:25]([O-:26])=[O:27])[C:18](=[O:19])[C:20](=[O:21])[NH:22]2.[Cl:1][c:2]1[cH:3][c:4]2[c:5]([cH:11][cH:12]1)[C:6](=[O:7])[C:8](=[O:9])[NH:10]2.[Cl:28][c:29]1[cH:30][c:31]2[c:32]([cH:33][cH:34][nH:35]2)[cH:36][c:37]1[N+:38]([O-:39])=[O:40].[Cl:41][c:42]1[c:43]([N+:54]([O-:55])=[O:56])[cH:44][c:45]2[c:46]([CH2:51][C:52]#[N:53])[cH:47][nH:48][c:49]2[cH:50]1.[H:57][H:58]>>[Cl:41][c:42]1[c:43]([NH2:54])[cH:44][c:45]2[c:46]([CH2:51][C:52]#[N:53])[cH:47][nH:48][c:49]2[cH:50]1. Reactants: CSc1nnc(C)c(C)n1, [Na], O=C=O, O, C=CCO. Product: C=CCOc1nnc(C)c(C)n1. As a reaction SMILES: [CH3:6][S:7][c:8]1[n:9][n:10][c:11]([CH3:15])[c:12]([CH3:14])[n:13]1.[Na:5].[O:16]=[C:17]=[O:18].[OH2:19].[OH:1][CH2:2][CH:3]=[CH2:4]>>[O:1]([CH2:2][CH:3]=[CH2:4])[c:8]1[n:9][n:10][c:11]([CH3:15])[c:12]([CH3:14])[n:13]1. Reactants: CCCCC12CCC3C4CCC(=O)C=C4CCC3C1CCC2O, O, O=C(Cl)CCc1ccccc1, c1ccncc1, c1ccccc1. The product is CCCCC12CCC3C4CCC(=O)C=C4CCC3C1CCC2OC(=O)CCc1ccccc1. As a reaction SMILES: [CH2:1]([CH2:2][CH2:3][CH3:4])[C:5]12[CH:6]([OH:23])[CH2:7][CH2:8][CH:9]1[CH:10]1[CH:11]([CH2:12][CH2:13]2)[CH:14]2[CH2:15][CH2:16][C:17](=[O:22])[CH:18]=[C:19]2[CH2:20][CH2:21]1.[OH2:35].[c:24]1([CH2:30][CH2:31][C:32](=[O:33])[Cl:34])[cH:25][cH:26][cH:27][cH:28][cH:29]1.[cH:36]1[cH:37][cH:38][n:39][cH:40][cH:41]1.[cH:42]1[cH:43][cH:44][cH:45][cH:46][cH:47]1>>[CH2:1]([CH2:2][CH2:3][CH3:4])[C:5]12[CH:6]([O:23][C:32]([CH2:31][CH2:30][c:24]3[cH:25][cH:26][cH:27][cH:28][cH:29]3)=[O:33])[CH2:7][CH2:8][CH:9]1[CH:10]1[CH:11]([CH2:12][CH2:13]2)[CH:14]2[CH2:15][CH2:16][C:17](=[O:22])[CH:18]=[C:19]2[CH2:20][CH2:21]1. The reactants are ClC1=CC=C(OC2=C(N3CCC3S2)C(=O)OCC2=CC=C(C=C2)[N+](=O)[O-])C=C1 (4-nitrobenzyl 3-(4-chlorophenoxy)-4-thia-1-azabicyclo[3,2,0]hept-2-ene-2-carboxylate), C([O-])(O)=O.[Na+] (sodium bicarbonate). Reagents/catalysts: [Pd] (palladium/charcoal). Solvent: O1CCOCC1 (dioxan), O (water). The product is ClC1=CC=C(OC2=C(N3C(CC3S2)=O)C(=O)[O-])C=C1.[Na+] (Sodium 3-(4-chlorophenoxy)-7-oxo-4-thia-1-azabicyclo[3,2,0]hept-2-ene-2-carboxylate). As a reaction SMILES: [Cl:1][C:2]1[CH:28]=[CH:27][C:5]([O:6][C:7]2[S:13][CH:12]3[N:9]([CH2:10][CH2:11]3)[C:8]=2[C:14]([O:16]CC2C=CC([N+]([O-])=O)=CC=2)=[O:15])=[CH:4][CH:3]=1.C(=O)(O)[O-:30].[Na+:33]>O1CCOCC1.O.[Pd]>[Cl:1][C:2]1[CH:28]=[CH:27][C:5]([O:6][C:7]2[S:13][CH:12]3[N:9]([C:10](=[O:30])[CH2:11]3)[C:8]=2[C:14]([O-:16])=[O:15])=[CH:4][CH:3]=1.[Na+:33] |f:1.2,6.7|. Procedure details: A mixture of a solution of 500 mg of 4-nitrobenzyl 3-(4-chlorophenoxy)-4-thia-1-azabicyclo[3,2,0]hept-2-ene-2-carboxylate in dioxan and 97 mg of sodium bicarbonate in water, and 10% palladium/charcoal was hydrogenated at 50 psi at 25° for 60 minutes. The reactants are [OH-].[Na+] (sodium hydroxide), [OH-].[Na+] (NaOH), COS(=O)(=O)OC (dimethylsulfate), OC1=CC2=CC=C(C=C2C=C1)C(C)C (2-hydroxy-6-(1-methylethyl)naphthalene), COS(=O)(=O)OC (dimethylsulfate), [OH-].[Na+] (NaOH). The solvent is O (water). Reaction conditions: temperature 60 celsius. The product is COC1=CC2=CC=C(C=C2C=C1)C(C)C (2-methoxy-6-isopropylnaphthalene). Reaction SMILES: [OH:1][C:2]1[CH:11]=[CH:10][C:9]2[C:4](=[CH:5][CH:6]=[C:7]([CH:12]([CH3:14])[CH3:13])[CH:8]=2)[CH:3]=1.[OH-].[Na+].[CH3:17]OS(OC)(=O)=O>O>[CH3:17][O:1][C:2]1[CH:11]=[CH:10][C:9]2[C:4](=[CH:5][CH:6]=[C:7]([CH:12]([CH3:14])[CH3:13])[CH:8]=2)[CH:3]=1 |f:1.2|. Procedure: To a suspension of 31.71 g 2-hydroxy-6-(1-methylethyl)naphthalene in 500 ml water and under a nitrogen atmosphere was added 61.5 g of 14.4% (by weight) sodium hydroxide (NaOH). The mixture was heated to 60° C. and 30.02 g of dimethylsulfate was added in one portion to the dark cloudy solution. In 20 minutes the pH of the reaction had dropped from 13 to 2. Another 20 g 14.4% NaOH was added. After 45 minutes 10 g additional dimethylsulfate was added. After 1 hour 20 g of 14.4% NaOH was added and t...